This data is from the Open Reaction Database (ORD), a public repository of structured organic reaction records. The task is: describe an organic reaction: reactants, conditions, products, and yield The reactants are C1(=CC=CC=C1)C1=CC=C2CC(NC2=C1)=O (6-phenyl-1,3-dihydro-indol-2-one), O=C1NCCC=2C1=CNC2C=O (4-oxo-4,5,6,7-tetrahydro-2H-pyrrolo[3,4-c]pyridine-1-carbaldehyde), N1CCCCC1 (piperidine). Run in C(C)O (ethanol). Conditions: temperature 80 celsius. Product: O=C1NC2=CC(=CC=C2C1=CC=1NC=C2C(NCCC21)=O)C2=CC=CC=C2 (1-(2-Oxo-6-phenyl-1,2-dihydro-indol-3-ylidenemethyl)-2,5,6,7-tetrahydro-pyrrolo[3,4-c]pyridin-4-one). Reaction SMILES: [C:1]1([C:7]2[CH:15]=[C:14]3[C:10]([CH2:11][C:12](=[O:16])[NH:13]3)=[CH:9][CH:8]=2)[CH:6]=[CH:5][CH:4]=[CH:3][CH:2]=1.[O:17]=[C:18]1[C:23]2=[CH:24][NH:25][C:26]([CH:27]=O)=[C:22]2[CH2:21][CH2:20][NH:19]1.N1CCCCC1>C(O)C>[O:16]=[C:12]1[C:11](=[CH:27][C:26]2[NH:25][CH:24]=[C:23]3[C:22]=2[CH2:21][CH2:20][NH:19][C:18]3=[O:17])[C:10]2[C:14](=[CH:15][C:7]([C:1]3[CH:2]=[CH:3][CH:4]=[CH:5][CH:6]=3)=[CH:8][CH:9]=2)[NH:13]1. Procedure: A mixture of 6-phenyl-1,3-dihydro-indol-2-one (41.8 mg, 0.2 mmol), 4-oxo-4,5,6,7-tetrahydro-2H-pyrrolo[3,4-c]pyridine-1-carbaldehyde (1 equivalent) and 0.1 mL of piperidine in ethanol (1 mL) was heated in a sealed tube at 80° C. for 3 hours. The precipitate was collected by vacuum filtration, washed with ethanol and dried to give the title compound as a yellow solid. Starting materials: C(=C)C(=O)CC (ethyl vinyl ketone), COC=CC=C (1-methoxy-butadiene), Cl(=O)(=O)(=O)O (perchloric acid), C(C1=CC=CC=C1)[C@H]1C(N([C@H](N1)C=1OC(=CC1)C)C)=O ((2S, 5S)-5-benzyl-3-methyl-2-(5-methyl-furan-2-yl)-imidazolidin-4-one). The solvent is C(C)O (ethanol). The product is CO[C@@H]1[C@@H](CCC=C1)C(CC)=O (1-[(1R, 2S)-2-Methoxycyclohex-3-en-1-yl]-propan-1-one). Isolated yield 88.0%. As a reaction SMILES: [CH:1]([C:3](CC)=[O:4])=[CH2:2].[CH3:7][O:8][CH:9]=[CH:10][CH:11]=[CH2:12].Cl(O)(=O)(=O)=O.[CH2:18]([C@@H]1N[C@H](C2OC(C)=CC=2)N(C)C1=O)[C:19]1C=CC=CC=1>C(O)C>[CH3:7][O:8][C@H:9]1[CH:19]=[CH:18][CH2:12][CH2:11][C@H:10]1[C:3](=[O:4])[CH2:1][CH3:2]. Procedure details: Prepared according to general procedure B from ethyl vinyl ketone (59 μL, 0.59 mmol), 1-methoxy-butadiene (75 μL, 0.74 mmol) added via syringe pump over 12 hours, 70% aqueous perchloric acid (10.2 μL, 0.12 mmol) and (2S, 5S)-5-benzyl-3-methyl-2-(5-methyl-furan-2-yl)-imidazolidin-4-one (32 mg, 0.12 mmol) in ethanol (590 μL) for 3.5 days at −30° C. Purification by silica gel chromatography (9:1 pentane:ether) provided the title compound as a single diastereomer (as judged by GLC analysis) in 88% y... The reactants are CC1(OC2=CC=C(C=C2CC1)C=O)C (2,2-Dimethyl-6-formylchromane), FC=1C=C2CC(NC2=CC1)=O (5-fluoro-2-oxindole). The product is CC1(OC2=CC=C(C=C2CC1)C=C1C(NC2=CC=C(C=C12)F)=O)C (3-(2,2-Dimethylchroman-6-ylmethylene)-5-fluoro-1,3-dihydroindol-2-one). As a reaction SMILES: [CH3:1][C:2]1([CH3:14])[CH2:11][CH2:10][C:9]2[C:4](=[CH:5][CH:6]=[C:7]([CH:12]=O)[CH:8]=2)[O:3]1.[F:15][C:16]1[CH:17]=[C:18]2[C:22](=[CH:23][CH:24]=1)[NH:21][C:20](=[O:25])[CH2:19]2>>[CH3:1][C:2]1([CH3:14])[CH2:11][CH2:10][C:9]2[C:4](=[CH:5][CH:6]=[C:7]([CH:12]=[C:19]3[C:18]4[C:22](=[CH:23][CH:24]=[C:16]([F:15])[CH:17]=4)[NH:21][C:20]3=[O:25])[CH:8]=2)[O:3]1. Reported procedure: 2,2-Dimethyl-6-formylchromane (commercially available) was condensed with 5-fluoro-2-oxindole to give 0.3 g of 3-(2,2-Dimethylchroman-6-ylmethylene)-5-fluoro-1,3-dihydroindol-2-one as a yellow-orange solid. The reactants are OC(C(C)=O)C (3-hydroxy-2-butanone), C(CC(=O)C)(=O)OCC (ethyl acetoacetate), C(C)O (ethanol). The reagents and catalysts are [Cl-].[Zn+2].[Cl-] (zinc chloride). The solvent is O (water). Product: CC=1OC(=C(C1C(=O)O)C)C (2,4,5-trimethyl-3-furoic acid). Yield: 96.0%. Reaction SMILES: O[CH:2]([CH3:6])[C:3](=[O:5])[CH3:4].[C:7]([O:13]CC)(=[O:12])[CH2:8][C:9]([CH3:11])=O.C(O)C>[Cl-].[Zn+2].[Cl-].O>[CH3:11][C:9]1[O:5][C:3]([CH3:4])=[C:2]([CH3:6])[C:8]=1[C:7]([OH:13])=[O:12] |f:3.4.5|. Procedure: A mixture of 3-hydroxy-2-butanone (90g.) ethyl acetoacetate (175g.), absolute ethanol (150 ml.) and anhydrous zinc chloride (100g.) was heated under reflux for 24 hours. The cooled solution was poured into water and extracted with benzene. The benzene extract was washed successively with 30% aqueous sodium bisulfite, 5% sodium hydroxide, dilute hydrochloric acid and finally with water. The solvent was removed and the residual ester saponified with aqueous-alcoholic alkali as in example 18 to yie... Reaction SMILES: [N+:1]([O-:2])(=[O:3])[c:4]1[cH:5][c:6]([O:17][CH3:18])[c:7]([NH:8][CH2:9][CH2:10][NH:11][C:12](=[O:13])[NH2:14])[cH:15][cH:16]1.[Na+:20].[OH-:19]>>[NH2:1][c:4]1[cH:5][c:6]([O:17][CH3:18])[c:7]([NH:8][CH2:9][CH2:10][NH:11][C:12](=[O:13])[NH2:14])[cH:15][cH:16]1. The product is COc1cc(N)ccc1NCCNC(N)=O. Starting materials: COc1cc([N+](=O)[O-])ccc1NCCNC(N)=O, [Na+], [OH-].